Dataset: the Open Reaction Database (ORD), a public repository of structured organic reaction records. Task: describe an organic reaction: reactants, conditions, products, and yield Reactants: FC(C(=O)O)(F)F (Trifluoroacetic acid), CN1C(=NC=C1)C(CC(=O)OCC)C1=CC=C(C=C1)OC1OCCCC1 ((+/−)-Ethyl 3-(1-methyl-1H-imidazol-2-yl)-3-(4-(tetrahydro-2H-pyran-2-yloxy)phenyl)propanoate). Solvent: C(Cl)Cl (DCM), C(Cl)Cl (DCM). Conditions: time 4 hour. The product is OC1=CC=C(C=C1)C(CC(=O)OCC)C=1N(C=CN1)C ((+/−)-Ethyl 3-(4-hydroxyphenyl)-3-(1-methyl-1H-imidazol-2-yl)propanoate). Reaction SMILES: FC(F)(F)C(O)=O.[CH3:8][N:9]1[CH:13]=[CH:12][N:11]=[C:10]1[CH:14]([C:21]1[CH:26]=[CH:25][C:24]([O:27]C2CCCCO2)=[CH:23][CH:22]=1)[CH2:15][C:16]([O:18][CH2:19][CH3:20])=[O:17]>C(Cl)Cl>[OH:27][C:24]1[CH:25]=[CH:26][C:21]([CH:14]([C:10]2[N:9]([CH3:8])[CH:13]=[CH:12][N:11]=2)[CH2:15][C:16]([O:18][CH2:19][CH3:20])=[O:17])=[CH:22][CH:23]=1. Procedure details: Trifluoroacetic acid (21 mL) was added to a solution of protected ester 9.4 (21 g) in dry DCM (210 mL) with caution at 0° C. The mixture was brought to room temperature over 4 hours. The reaction mixture was concentrated under reduced pressure to provide a yellow oily residue, which was re-dissolved in DCM (200 mL) and washed with water, saturated NaHCO3, water and brine, and dried over Na2SO4. After filtration, the solvent was removed under reduced pressure, and the product was crystallized in ... The reactants are FC1=C(C(=CC=C1)F)N1C(NCC2=C1N=C(N=C2C=2C=C(C(=O)NC(C)C)C=CC2C)S(=O)C)=O (3-[8-(2,6-difluorophenyl)-2-(methylsulfinyl)-7-oxo-5,6,7,8-tetrahydropyrimido[4,5-d]pyrimidin-4-yl]-4-methyl-N-(1-methylethyl)benzamide), CN(CCNC)C (N,N,N′-trimethyl-1,2-ethanediamine), resultant solution. The solvent is C1CCOC1 (THF). Yields the product DCM DCM[90] MeOH[7] NH4OH[3], FC1=C(C(=CC=C1)F)N1C(NCC2=C1N=C(N=C2C=2C=C(C(=O)NC(C)C)C=CC2C)N(C)CCN(C)C)=O (3-{8-(2,6-difluorophenyl)-2-[[2-(dimethylamino)ethyl](methyl)amino]-7-oxo-5,6,7,8-tetrahydropyrimido[4,5-d]pyrimidin-4-yl}-4-methyl-N-(1-methylethyl)benzamide). Isolated yield 97.7%. Reaction SMILES: [F:1][C:2]1[CH:7]=[CH:6][CH:5]=[C:4]([F:8])[C:3]=1[N:9]1[C:14]2[N:15]=[C:16](S(C)=O)[N:17]=[C:18]([C:19]3[CH:20]=[C:21]([CH:28]=[CH:29][C:30]=3[CH3:31])[C:22]([NH:24][CH:25]([CH3:27])[CH3:26])=[O:23])[C:13]=2[CH2:12][NH:11][C:10]1=[O:35].[CH3:36][N:37]([CH3:42])[CH2:38][CH2:39][NH:40][CH3:41]>C1COCC1>[F:1][C:2]1[CH:7]=[CH:6][CH:5]=[C:4]([F:8])[C:3]=1[N:9]1[C:14]2[N:15]=[C:16]([N:40]([CH2:39][CH2:38][N:37]([CH3:42])[CH3:36])[CH3:41])[N:17]=[C:18]([C:19]3[CH:20]=[C:21]([CH:28]=[CH:29][C:30]=3[CH3:31])[C:22]([NH:24][CH:25]([CH3:27])[CH3:26])=[O:23])[C:13]=2[CH2:12][NH:11][C:10]1=[O:35]. Reported procedure: To a solution of compound 3-[8-(2,6-difluorophenyl)-2-(methylsulfinyl)-7-oxo-5,6,7,8-tetrahydropyrimido[4,5-d]pyrimidin-4-yl]-4-methyl-N-(1-methylethyl)benzamide (20 mg, 0.04 mmol) in THF (3 mL) was added N,N,N′-trimethyl-1,2-ethanediamine (0.026 mL, 0.20 mmol). The resultant solution was stirred at room temperature over night. The result mixture was concentrated. CombiFlash chromatography (mobile phase DCM/DCM[90]+MeOH[7]+NH4OH[3]) provided the title compound as a white solid (21 mg, 97%). LC-M... Reactants: C[Si](C)(C)[N-][Si](C)(C)C, Clc1noc2ccccc12, Nc1ccc(-n2nc(C(F)(F)F)cc2C(F)(F)F)cc1, [Na+], C1CCOC1, O. Yields the product FC(F)(F)c1cc(C(F)(F)F)n(-c2ccc(Nc3noc4ccccc34)cc2)n1. RXN SMILES: [CH3:31][Si:32]([N-:33][Si:34]([CH3:35])([CH3:36])[CH3:37])([CH3:38])[CH3:39].[Cl:21][c:22]1[n:23][o:24][c:25]2[c:26]1[cH:27][cH:28][cH:29][cH:30]2.[NH2:1][c:2]1[cH:3][cH:4][c:5](-[n:8]2[n:9][c:10]([C:17]([F:18])([F:19])[F:20])[cH:11][c:12]2[C:13]([F:14])([F:15])[F:16])[cH:6][cH:7]1.[Na+:40].[O:41]1[CH2:42][CH2:43][CH2:44][CH2:45]1.[OH2:46]>>[NH:1]([c:2]1[cH:3][cH:4][c:5](-[n:8]2[n:9][c:10]([C:17]([F:18])([F:19])[F:20])[cH:11][c:12]2[C:13]([F:14])([F:15])[F:16])[cH:6][cH:7]1)[c:22]1[n:23][o:24][c:25]2[c:26]1[cH:27][cH:28][cH:29][cH:30]2. The reactants are NC1C(CCCC1)O (2-aminocyclohexanol), C(C)(C)I (isopropyl iodide), C([O-])([O-])=O.[K+].[K+] (potassium carbonate). Run in CN(C=O)C (dimethylformamide). Conditions: time 20 hour. Product: C(C)(C)NC1C(CCCC1)O (2-isopropylaminocyclohexanol). RXN SMILES: [NH2:1][CH:2]1[CH2:7][CH2:6][CH2:5][CH2:4][CH:3]1[OH:8].[CH:9](I)([CH3:11])[CH3:10].C(=O)([O-])[O-].[K+].[K+]>CN(C)C=O>[CH:9]([NH:1][CH:2]1[CH2:7][CH2:6][CH2:5][CH2:4][CH:3]1[OH:8])([CH3:11])[CH3:10] |f:2.3.4|. Reported procedure: 19 Grams of 2-aminocyclohexanol, 20 g of isopropyl iodide and 15 g of potassium carbonate are added to 50 ml of dimethylformamide and the mixture is agitated at 80°-90° C. for 20 hours. After the reaction, the solution is concentrated and the residue is dissolved in chloroform, washed with water and then dried with anhydrous sodium sulfate (Na2SO4). After filtering off the desiccant, the mother liquor is concentrated and the residue is crystallized with petroleum ether. The obtained crystals are...